Dataset: the Open Reaction Database (ORD), a public repository of structured organic reaction records. Task: describe an organic reaction: reactants, conditions, products, and yield As a reaction SMILES: [CH3:24][N:25]1[CH2:26][CH2:27][CH2:28][C:29]1=[O:30].[Cl:13][c:14]1[n:15][cH:16][c:17]([N+:20](=[O:21])[O-:22])[cH:18][cH:19]1.[H-:2].[Na+:1].[OH2:23].[OH:3][c:4]1[cH:5][cH:6][c:7]2[cH:8][cH:9][nH:10][c:11]2[cH:12]1>>[O:3]([c:4]1[cH:5][cH:6][c:7]2[cH:8][cH:9][nH:10][c:11]2[cH:12]1)[c:14]1[n:15][cH:16][c:17]([N+:20](=[O:21])[O-:22])[cH:18][cH:19]1. Reactants: CN1CCCC1=O, O=[N+]([O-])c1ccc(Cl)nc1, [H-], [Na+], O, Oc1ccc2cc[nH]c2c1. Yields the product O=[N+]([O-])c1ccc(Oc2ccc3cc[nH]c3c2)nc1. Reactants: OCCCO, CCOCc1nc2c(N)nc3cc(Br)ccc3c2n1CC1CCCCN1C(=O)OC(C)(C)C, CC(=O)[O-], CC(=O)[O-], [Pd+2], OB(O)c1cccnc1. Yields the product CCOCc1nc2c(N)nc3cc(-c4cccnc4)ccc3c2n1CC1CCCCN1C(=O)OC(C)(C)C. Reaction SMILES: [CH2:34]([OH:35])[CH2:36][CH2:37][OH:38].[NH2:1][c:2]1[n:3][c:4]2[cH:5][c:6]([Br:33])[cH:7][cH:8][c:9]2[c:10]2[c:11]1[n:12][c:13]([CH2:29][O:30][CH2:31][CH3:32])[n:14]2[CH2:15][CH:16]1[N:17]([C:22](=[O:23])[O:24][C:25]([CH3:26])([CH3:27])[CH3:28])[CH2:18][CH2:19][CH2:20][CH2:21]1.[O-:49][C:50]([CH3:51])=[O:52].[O-:53][C:54]([CH3:55])=[O:56].[Pd+2:48].[n:39]1[cH:40][c:41]([B:45]([OH:46])[OH:47])[cH:42][cH:43][cH:44]1>>[NH2:1][c:2]1[n:3][c:4]2[cH:5][c:6](-[c:41]3[cH:40][n:39][cH:44][cH:43][cH:42]3)[cH:7][cH:8][c:9]2[c:10]2[c:11]1[n:12][c:13]([CH2:29][O:30][CH2:31][CH3:32])[n:14]2[CH2:15][CH:16]1[N:17]([C:22](=[O:23])[O:24][C:25]([CH3:26])([CH3:27])[CH3:28])[CH2:18][CH2:19][CH2:20][CH2:21]1. Conditions: time 16 hour. Solvent: CN(C)C=O (DMF). RXN SMILES: [CH3:1][N:2]1[C:7]([NH2:8])=[N:6][C:4](=[O:5])[CH2:3]1.[Cl:9][C:10]1[CH:15]=[CH:14][C:13]([N:16]=[C:17]=[O:18])=[CH:12][CH:11]=1.O>CN(C=O)C>[CH3:1][N:2]1[CH2:3][C:4](=[O:5])[NH:6][C:7]1=[N:8][C:17]([NH:16][C:13]1[CH:14]=[CH:15][C:10]([Cl:9])=[CH:11][CH:12]=1)=[O:18]. The product is CN1C(NC(C1)=O)=NC(=O)NC1=CC=C(C=C1)Cl (1-(1-Methyl-4-oxo-2-imidazolidinylidene)-3-p-chlorophenylurea). Reported procedure: To a stirring suspension of creatinine (11.88 g, 0.105 mole) in 100 ml dry DMF, p-chlorophenylisocyanate (15.36 g, 0.100 mole) is added dropwise with cooling. The mixture is stirred for 16 hours and then poured into about 500 ml of iced-water to yield the crystalline product which is filtered off, washed with water and recrystallized twice from acetone-methanol, once from tetrahydrofuran (THF) and then from DMF-methanol. The resultant pure 1-(1-methyl-4-oxo-2-imidazolidinylidene)-3-p-chloropheny... The reactants are CN1CC(=O)N=C1N (creatinine), ClC1=CC=C(C=C1)N=C=O (p-chlorophenylisocyanate), O (water). Starting materials: C(C)(=O)C1=C(C(=C(CSC2=NC=CC(=N2)O)C=C1)CCC)O (2-[(4-acetyl-3- hydroxy-2-propylbenzyl)thio]-4-hydroxypyrimidine), BrCC(=O)OCC (ethyl bromoacetate), C([O-])([O-])=O.[K+].[K+] (potassium carbonate), C(C)C(=O)C (methyl ethyl ketone). Reagents/catalysts: [Br-].C(CCC)[N+](CCCC)(CCCC)CCCC (tetra-n-butylammonium bromide). Run in O (Water). Conditions: temperature 60 celsius, time 1 hour. The product is C(C)(=O)C1=C(C(=C(CSC2=NC=CC(=N2)OCC(=O)OCC)C=C1)CCC)O (ethyl [[2-[(4-acetyl-3-hydroxy-2-propylbenzyl)thio]-pyrimidin-4yl]oxy]acetate). The yield is 78.7%. Reaction SMILES: [C:1]([C:4]1[CH:18]=[CH:17][C:7]([CH2:8][S:9][C:10]2[N:15]=[C:14]([OH:16])[CH:13]=[CH:12][N:11]=2)=[C:6]([CH2:19][CH2:20][CH3:21])[C:5]=1[OH:22])(=[O:3])[CH3:2].Br[CH2:24][C:25]([O:27][CH2:28][CH3:29])=[O:26].C(=O)([O-])[O-].[K+].[K+].C(C(C)=O)C>[Br-].C([N+](CCCC)(CCCC)CCCC)CCC.O>[C:1]([C:4]1[CH:18]=[CH:17][C:7]([CH2:8][S:9][C:10]2[N:15]=[C:14]([O:16][CH2:24][C:25]([O:27][CH2:28][CH3:29])=[O:26])[CH:13]=[CH:12][N:11]=2)=[C:6]([CH2:19][CH2:20][CH3:21])[C:5]=1[OH:22])(=[O:3])[CH3:2] |f:2.3.4,6.7|. Reported procedure: To a mixture of 0.06 g of 2-[(4-acetyl-3-hydroxy-2propylbenzyl)thio]-4-hydroxypyrimidine obtained in Example 14, 0.06 g of ethyl bromoacetate, 0.04 g of anhydrous potassium carbonate and 3 ml of methyl ethyl ketone was added a catalytic amount of tetra-n-butylammonium bromide. The mixture was stirred at 60° C. for 1 hour. Water was added to the reaction mixture. The resultant mixture was extracted with ethyl acetate. After the extract was dried over anhydrous magnesium sulfate, the solvent was d... The reactants are ClC1=CC=C(C=C1)C1=C(C(NN=C1C)=O)C1=C(C=C(C=C1F)OCC)F (5-(4-chlorophenyl)-4-(2,6-difluoro-4-ethoxyphenyl)-6-methyl-2H-pyridazin-3-one), P(=O)(Cl)(Cl)Cl (phosphorus oxychloride). Conditions: temperature 110 celsius, time 1 hour. The product is ClC=1N=NC(=C(C1C1=C(C=C(C=C1F)OCC)F)C1=CC=C(C=C1)Cl)C (3-chloro-5-(4-chlorophenyl)-4-(2,6-difluoro-4-ethoxyphenyl)-6-methylpyridazine). Yield: 61.0%. RXN SMILES: [Cl:1][C:2]1[CH:7]=[CH:6][C:5]([C:8]2[C:13]([CH3:14])=[N:12][NH:11][C:10](=O)[C:9]=2[C:16]2[C:21]([F:22])=[CH:20][C:19]([O:23][CH2:24][CH3:25])=[CH:18][C:17]=2[F:26])=[CH:4][CH:3]=1.P(Cl)(Cl)([Cl:29])=O>>[Cl:29][C:10]1[N:11]=[N:12][C:13]([CH3:14])=[C:8]([C:5]2[CH:6]=[CH:7][C:2]([Cl:1])=[CH:3][CH:4]=2)[C:9]=1[C:16]1[C:21]([F:22])=[CH:20][C:19]([O:23][CH2:24][CH3:25])=[CH:18][C:17]=1[F:26]. Reported procedure: 0.25 g of 5-(4-chlorophenyl)-4-(2,6-difluoro-4-ethoxyphenyl)-6-methyl-2H-pyridazin-3-one and 5 g of phosphorus oxychloride were mixed and stirred at 110° C. for 1 hour. The reaction mixture was allowed to cool down to room temperature and concentrated under reduced pressure. To the residue was added ethyl acetate and ice water, and was separated to two layer. The organic layer was washed sequentially with water and saturated brine, and dried over anhydrous sodium sulfate, then, concentrated unde... Reactants: CC=1SC(=C(N1)C)CC(=O)O ((2,4-dimethyl-thiazol-5-yl)-acetic acid), C(C1=CC=CC=C1)[C@H]1CN(CCN1)C1=CC(=C(C=C1)OC)OC1CCC1 (3(S)-benzyl-1-(3-cyclobutoxy-4-methoxy-phenyl)-piperazine), C(C1=CC=CC=C1)[C@H]1CN(CCN1)C1=CC(=C(C=C1)OC)OC1CCC1 (3(S)-benzyl-1-(3-cyclobutoxy-4-methoxy-phenyl)-piperazine). Product: C(C1=CC=CC=C1)[C@@H]1N(CCN(C1)C1=CC(=C(C=C1)OC)OC1CCC1)C(CC1=C(N=C(S1)C)C)=O ((S)-1-(2-benzyl-4-(3-cyclobutoxy-4-methoxyphenyl)piperazin-1-yl)-2-(2,4-dimethylthiazol-5-yl)ethanone). Reaction SMILES: [CH3:1][C:2]1[S:3][C:4]([CH2:8][C:9]([OH:11])=O)=[C:5]([CH3:7])[N:6]=1.[CH2:12]([C@@H:19]1[NH:24][CH2:23][CH2:22][N:21]([C:25]2[CH:30]=[CH:29][C:28]([O:31][CH3:32])=[C:27]([O:33][CH:34]3[CH2:37][CH2:36][CH2:35]3)[CH:26]=2)[CH2:20]1)[C:13]1[CH:18]=[CH:17][CH:16]=[CH:15][CH:14]=1>>[CH2:12]([C@H:19]1[CH2:20][N:21]([C:25]2[CH:30]=[CH:29][C:28]([O:31][CH3:32])=[C:27]([O:33][CH:34]3[CH2:37][CH2:36][CH2:35]3)[CH:26]=2)[CH2:22][CH2:23][N:24]1[C:9](=[O:11])[CH2:8][C:4]1[S:3][C:2]([CH3:1])=[N:6][C:5]=1[CH3:7])[C:13]1[CH:14]=[CH:15][CH:16]=[CH:17][CH:18]=1. Procedure details: Prepared by the method outlined for Example 189 using (2,4-dimethyl-thiazol-5-yl)-acetic acid and 3(S)-benzyl-1-(3-cyclobutoxy-4-methoxy-phenyl)-piperazine (Example 7, Compound 95) as starting materials to afford product as an oil. LC/MS (Method B) 2.46 min, [M+1]+ 505. Potency class B.